From a dataset of the Open Reaction Database (ORD), a public repository of structured organic reaction records. describe an organic reaction: reactants, conditions, products, and yield The reactants are NC1=C(C=2C[C@@H]3N(CCC[C@@H]3C2C=C1)C(=O)C1=CC2=C(NC=N2)C=C1)O ((cis-7-Amino-8-hydroxy-2,3,4,4a,9,9a-hexahydro-indeno[2,1-b]pyridin-1-yl)-(1H-benzoimidazol-5-yl)-methanone), C(OCC)(OCC)OCC (triethyl orthoformate). Product: N1C=NC2=C1C=CC(=C2)C(=O)N2CCC[C@H]1C=3C=C4C(=CC3C[C@@H]21)N=C(O4)C ((1H-Benzoimidazol-5-yl)-(cis-2-methyl-4b,5,6,7,8a,9-hexahydro-3-oxa-1,8-diaza-cyclopenta[b]fluoren-8-yl)-methanone). Yield: 64.0%. Reaction SMILES: [NH2:1][C:2]1[CH:14]=[CH:13][C:12]2[C@@H:11]3[C@@H:6]([N:7]([C:15]([C:17]4[CH:25]=[CH:24][C:20]5[NH:21][CH:22]=[N:23][C:19]=5[CH:18]=4)=[O:16])[CH2:8][CH2:9][CH2:10]3)[CH2:5][C:4]=2[C:3]=1[OH:26].C(OCC)(OCC)O[CH2:29][CH3:30]>>[NH:21]1[C:20]2[CH:24]=[CH:25][C:17]([C:15]([N:7]3[C@H:6]4[C@H:11]([C:12]5[CH:4]=[C:3]6[O:26][C:29]([CH3:30])=[N:1][C:2]6=[CH:14][C:13]=5[CH2:5]4)[CH2:10][CH2:9][CH2:8]3)=[O:16])=[CH:18][C:19]=2[N:23]=[CH:22]1. Procedure details: (cis-7-Amino-8-hydroxy-2,3,4,4a,9,9a-hexahydro-indeno[2,1-b]pyridin-1-yl)-(1H-benzoimidazol-5-yl)-methanone (0.10 g) in triethyl orthoformate (0.5 mL) is stirred at 60° C. for 2 h. After cooling to room temperature, the mixture is concentrated and the residue is chromatographed on silica gel (dichloromethane/methanol 1:0→7:3) to afford the title compound. Yield: 64% of theory; LC (method 1): tR=2.28 min; Mass spectrum (ESI*): m/z=373 [M+H]+. The reactants are COC(=O)c1sc(Br)cc1OC(C)c1ccccc1Cl, CC1(C)OB(c2cnc3[nH]ccc3c2)OC1(C)C, Cc1ccccc1, CCO, [K+], [K+], O=C([O-])[O-], c1ccc(P(c2ccccc2)(c2ccccc2)[Pd](P(c2ccccc2)(c2ccccc2)c2ccccc2)(P(c2ccccc2)(c2ccccc2)c2ccccc2)P(c2ccccc2)(c2ccccc2)c2ccccc2)cc1. Yields the product COC(=O)c1sc(-c2cnc3[nH]ccc3c2)cc1OC(C)c1ccccc1Cl. RXN SMILES: [CH3:1][O:2][C:3](=[O:4])[c:5]1[s:6][c:7]([Br:20])[cH:8][c:9]1[O:10][CH:11]([CH3:12])[c:13]1[c:14]([Cl:19])[cH:15][cH:16][cH:17][cH:18]1.[CH3:21][C:22]1([CH3:23])[C:24]([CH3:25])([CH3:26])[O:27][B:28]([c:29]2[cH:30][c:31]3[c:32]([n:33][cH:34]2)[nH:35][cH:36][cH:37]3)[O:38]1.[CH3:45][c:46]1[cH:47][cH:48][cH:49][cH:50][cH:51]1.[CH3:52][CH2:53][OH:54].[K+:39].[K+:40].[O-:41][C:42]([O-:43])=[O:44].[cH:55]1[cH:56][cH:57][c:58]([P:59]([Pd:60]([P:61]([c:62]2[cH:63][cH:64][cH:65][cH:66][cH:67]2)([c:68]2[cH:69][cH:70][cH:71][cH:72][cH:73]2)[c:74]2[cH:75][cH:76][cH:77][cH:78][cH:79]2)([P:80]([c:81]2[cH:82][cH:83][cH:84][cH:85][cH:86]2)([c:87]2[cH:88][cH:89][cH:90][cH:91][cH:92]2)[c:93]2[cH:94][cH:95][cH:96][cH:97][cH:98]2)[P:99]([c:100]2[cH:101][cH:102][cH:103][cH:104][cH:105]2)([c:106]2[cH:107][cH:108][cH:109][cH:110][cH:111]2)[c:112]2[cH:113][cH:114][cH:115][cH:116][cH:117]2)([c:118]2[cH:119][cH:120][cH:121][cH:122][cH:123]2)[c:124]2[cH:125][cH:126][cH:127][cH:128][cH:129]2)[cH:130][cH:131]1>>[CH3:1][O:2][C:3](=[O:4])[c:5]1[s:6][c:7](-[c:29]2[cH:30][c:31]3[c:32]([n:33][cH:34]2)[nH:35][cH:36][cH:37]3)[cH:8][c:9]1[O:10][CH:11]([CH3:12])[c:13]1[c:14]([Cl:19])[cH:15][cH:16][cH:17][cH:18]1. The reactants are COC=1C=CC=2SC3=CC=CC=C3OC2C1 (3-methoxyphenoxathiin), C(Cl)Cl (CH2Cl2), B(Br)(Br)Br (BBr3). Solvent: CO (MeOH). Conditions: time 8 hour. Product: C1=CC(=CC=2OC3=CC=CC=C3SC12)O (3-phenoxathiinol). Yield: 91.9%. Reaction SMILES: C[O:2][C:3]1[CH:4]=[CH:5][C:6]2[S:7][C:8]3[C:13]([O:14][C:15]=2[CH:16]=1)=[CH:12][CH:11]=[CH:10][CH:9]=3.C(Cl)Cl.B(Br)(Br)Br>CO>[CH:5]1[C:6]2[S:7][C:8]3[C:13](=[CH:12][CH:11]=[CH:10][CH:9]=3)[O:14][C:15]=2[CH:16]=[C:3]([OH:2])[CH:4]=1. Procedure details: A stirred 3-methoxyphenoxathiin (3.00, 13.03 mmol) 25 ml CH2Cl2 was cooled to -70° C. under N2 and BBr3 (45.6 ml, 45.6 mmol, 1.0 M in CH2Cl2) was added dropwise over 1 h. The resulting bright, blue, heterogeneous mixture was allowed to warm to room temperature and stirred overnight. After 21 h the yellow homogeneous reaction is cooled to -60° C. and poured onto 300 mL MeOH at -60° C. After warming to room temperature the solution was concentrated in vacuo to a dark yellow oil which was purified ...